This data is from the Open Reaction Database (ORD), a public repository of structured organic reaction records. The task is: describe an organic reaction: reactants, conditions, products, and yield The reactants are FC(C(=O)O)(F)F (Trifluoroacetic acid), CC(C)(C)C1=NC(=NC(=C1OCOCCOC)C(C)(C)C)C=O (4,6-bis(1,1-dimethylethyl)-5-[(2-methoxyethoxy)methoxy]-2-pyrimidine carboxaldehyde), C(=O)(O)[O-].[Na+] (NaHCO3). Run in C(Cl)Cl (methylene chloride). Conditions: time 5 hour. Yields the product CC(C)(C)C1=NC(=NC(=C1O)C(C)(C)C)C=O (4,6-bis(1,1-dimethylethyl)-5-hydroxy-2-pyrimidine carboxaldehyde). Isolated yield 32.8%. Reaction SMILES: FC(F)(F)C(O)=O.[CH3:8][C:9]([C:12]1[C:17]([O:18]COCCOC)=[C:16]([C:25]([CH3:28])([CH3:27])[CH3:26])[N:15]=[C:14]([CH:29]=[O:30])[N:13]=1)([CH3:11])[CH3:10].C([O-])(O)=O.[Na+]>C(Cl)Cl>[CH3:11][C:9]([C:12]1[C:17]([OH:18])=[C:16]([C:25]([CH3:28])([CH3:27])[CH3:26])[N:15]=[C:14]([CH:29]=[O:30])[N:13]=1)([CH3:8])[CH3:10] |f:2.3|. Reported procedure: Trifluoroacetic acid (1.05 g, 9.2 mmol) is added to a solution of 4,6-bis(1,1-dimethylethyl)-5-[(2-methoxyethoxy)methoxy]-2-pyrimidine carboxaldehyde (1.0 g, 3.1 mmol) in methylene chloride and the reaction mixture is stirred at room temperature for 5 hours. The reaction mixture is neutralized by the addition of saturated aqueous NaHCO3 and the layers separated. The organic layer is washed with brine (50 mL), dried over MgSO4, and evaporated. Recrystallization of the residue from hexane gives pu... As a reaction SMILES: [CH:1]1([CH2:4][O:5][C:6]2[CH:32]=[CH:31][C:9]3[N:10]=[C:11]([N:13]4[CH2:18][CH2:17][CH:16]([O:19][CH2:20][C@@H:21]([NH:23][C:24](=[O:30])OC(C)(C)C)[CH3:22])[CH2:15][CH2:14]4)[O:12][C:8]=3[CH:7]=2)[CH2:3][CH2:2]1.Cl.[C:34](OCC)(=O)C>>[CH:1]1([CH2:4][O:5][C:6]2[CH:32]=[CH:31][C:9]3[N:10]=[C:11]([N:13]4[CH2:18][CH2:17][CH:16]([O:19][CH2:20][C@@H:21]([NH:23][C:24](=[O:30])[CH3:34])[CH3:22])[CH2:15][CH2:14]4)[O:12][C:8]=3[CH:7]=2)[CH2:2][CH2:3]1 |f:1.2|. The product is C1(CC1)COC1=CC2=C(N=C(O2)N2CCC(CC2)OC[C@H](C)NC(C)=O)C=C1 (N-[(1S)-2-({1-[6-(cyclopropylmethoxy)-1,3-benzoxazol-2-yl]piperidin-4-yl}oxy)-1-methylethyl]acetamide). The reactants are C1(CC1)COC1=CC2=C(N=C(O2)N2CCC(CC2)OC[C@H](C)NC(OC(C)(C)C)=O)C=C1 (tert-butyl [(1S)-2-({1-[6-(cyclopropylmethoxy)-1,3-benzoxazol-2-yl]piperidin-4-yl}oxy)-1-methylethyl]carbamate), Cl.C(C)(=O)OCC (hydrogen chloride ethyl acetate). Conditions: time 30 minute. Reported procedure: To tert-butyl [(1S)-2-({1-[6-(cyclopropylmethoxy)-1,3-benzoxazol-2-yl]piperidin-4-yl}oxy)-1-methylethyl]carbamate (438 mg) was added 4M hydrogen chloride/ethyl acetate (5 mL), and the mixture was stirred at room temperature for 30 min and concentrated. Pyridine (2.5 mL) and acetic anhydride (0.186 mL) were added to the residue, and the mixture was stirred at room temperature for 2 hr. After concentration, the residue was dissolved in ethyl acetate, and the solution was washed successively with 1...